From a dataset of the Open Reaction Database (ORD), a public repository of structured organic reaction records. describe an organic reaction: reactants, conditions, products, and yield Starting materials: C(C)(C)(C)OC(=O)N1CCC2=C(CC1)C(=C(C=C2)Cl)SC(N(C)C)=O (3-tert-butoxycarbonyl-7-chloro-6-dimethylcarbamoylthio-2,3,4,5-tetrahydro-1H-benzo[d]azepine), BrC(CC)C1=NC=CC=C1 ((±)-2-(1-bromopropyl)pyridine). Yields the product Cl.ClC1=C(C2=C(CCNCC2)C=C1)SC(CC)C1=NC=CC=C1 ((±)-7-Chloro-6-(1-pyridin-2-yl-propylthio)-2,3,4,5-tetrahydro-1H-benzo[d]azepine Hydrochloride). Reaction SMILES: C(OC([N:8]1[CH2:14][CH2:13][C:12]2[C:15]([S:20]C(=O)N(C)C)=[C:16]([Cl:19])[CH:17]=[CH:18][C:11]=2[CH2:10][CH2:9]1)=O)(C)(C)C.Br[CH:27]([C:30]1[CH:35]=[CH:34][CH:33]=[CH:32][N:31]=1)[CH2:28][CH3:29]>>[ClH:19].[Cl:19][C:16]1[CH:17]=[CH:18][C:11]2[CH2:10][CH2:9][NH:8][CH2:14][CH2:13][C:12]=2[C:15]=1[S:20][CH:27]([C:30]1[CH:35]=[CH:34][CH:33]=[CH:32][N:31]=1)[CH2:28][CH3:29] |f:2.3|. Reported procedure: Use method similar to the Preparation 177 to react 3-tert-butoxycarbonyl-7-chloro-6-dimethylcarbamoylthio-2,3,4,5-tetrahydro-1H-benzo[d]azepine with (±)-2-(1-bromopropyl)pyridine. Use a method similar to the General Procedure 1-5, basic workup, and a method similar to the General Procedure 2-2 to give the title compound as a white solid. MS (APCI+) m/z: 333 (M+H)+.